Dataset: the Open Reaction Database (ORD), a public repository of structured organic reaction records. Task: describe an organic reaction: reactants, conditions, products, and yield Starting materials: CCO, COc1cccc(C(=O)NN)c1C, CC(=O)O, O=CC1CCCCC1. Product: COc1cccc(C(=O)NN=CC2CCCCC2)c1C. RXN SMILES: [CH2:26]([OH:27])[CH3:28].[CH3:1][O:2][c:3]1[c:4]([CH3:13])[c:5]([C:6](=[O:7])[NH:8][NH2:9])[cH:10][cH:11][cH:12]1.[CH3:22][C:23](=[O:24])[OH:25].[CH:14]1([CH:20]=[O:21])[CH2:15][CH2:16][CH2:17][CH2:18][CH2:19]1>>[CH3:1][O:2][c:3]1[c:4]([CH3:13])[c:5]([C:6](=[O:7])[NH:8][N:9]=[CH:20][CH:14]2[CH2:15][CH2:16][CH2:17][CH2:18][CH2:19]2)[cH:10][cH:11][cH:12]1. The reactants are CS(=O)(=O)NCCCl (β-methanesulfonamidoethyl chloride), CO (methanol), C[O-].[Na+] (sodium methoxide), OC1(CC=C(C2=CC=CC=C12)O)C(=O)O (1,4-dihydroxynaphthoic acid). The solvent is CN(C)C=O (DMF). Conditions: time 1 hour. Yields the product OC1=C(C=C(C2=CC=CC=C12)OCCNS(=O)(=O)C)C(=O)O (1-hydroxy-4-(β-methanesulfonamidoethoxy)-2-naphthoic acid). Isolated yield 40.0%. Reaction SMILES: [OH:1][C:2]1(C(O)=O)[C:11]2[C:6](=[CH:7][CH:8]=[CH:9][CH:10]=2)[C:5]([OH:12])=[CH:4][CH2:3]1.[CH3:16][OH:17].C[O-:19].[Na+].[CH3:21][S:22]([NH:25][CH2:26][CH2:27]Cl)(=[O:24])=[O:23]>CN(C=O)C>[OH:12][C:5]1[C:6]2[C:11](=[CH:10][CH:9]=[CH:8][CH:7]=2)[C:2]([O:1][CH2:27][CH2:26][NH:25][S:22]([CH3:21])(=[O:24])=[O:23])=[CH:3][C:4]=1[C:16]([OH:19])=[O:17] |f:2.3|. Reported procedure: 41 g (0.2 mole) of 1,4-dihydroxynaphthoic acid was dissolved in 200 ml DMF, into which was added dropwise 80 g of a 28% methanol solution of sodium methoxide (0.4 mole) and bubbling nitrogen therethrough at room temperature. Then, while controlling the reaction temperature between 35°-40° C., 25.2 g (0.16 mole) of β-methanesulfonamidoethyl chloride was added and the mixture was stirred for 1 hour. Finally, the solution was poured into a mixture of 100 ml of concentrated (36%) hydrochloric acid a... Starting materials: [Al+3], C1CCOC1, CCOC(=O)c1sc(-c2ccc(C(F)(F)F)cc2)nc1C(C)C, [H-], [H-], [H-], [H-], [Li+], [Na+], [OH-], O. The product is CC(C)c1nc(-c2ccc(C(F)(F)F)cc2)sc1CO. Reaction SMILES: [Al+3:25].[CH2:33]1[O:34][CH2:35][CH2:36][CH2:37]1.[CH3:1][CH:2]([CH3:3])[c:4]1[n:5][c:6](-[c:14]2[cH:15][cH:16][c:17]([C:20]([F:21])([F:22])[F:23])[cH:18][cH:19]2)[s:7][c:8]1[C:9](=[O:10])[O:11][CH2:12][CH3:13].[H-:24].[H-:27].[H-:28].[H-:29].[Li+:26].[Na+:32].[OH-:31].[OH2:30]>>[CH3:1][CH:2]([CH3:3])[c:4]1[n:5][c:6](-[c:14]2[cH:15][cH:16][c:17]([C:20]([F:21])([F:22])[F:23])[cH:18][cH:19]2)[s:7][c:8]1[CH2:9][OH:10]. The reactants are N#Cc1ccc(-c2ccc(O)cc2)cc1, CCCCCCCOC(=O)Cl, c1ccncc1, c1ccccc1. Yields the product CCCCCCCOC(=O)Oc1ccc(-c2ccc(C#N)cc2)cc1. Reaction SMILES: [C:1](#[N:2])[c:3]1[cH:4][cH:5][c:6](-[c:9]2[cH:10][cH:11][c:12]([OH:15])[cH:13][cH:14]2)[cH:7][cH:8]1.[CH2:22]([CH2:23][CH2:24][CH2:25][CH2:26][CH2:27][CH3:28])[O:29][C:30](=[O:31])[Cl:32].[cH:16]1[cH:17][cH:18][n:19][cH:20][cH:21]1.[cH:33]1[cH:34][cH:35][cH:36][cH:37][cH:38]1>>[C:1](#[N:2])[c:3]1[cH:4][cH:5][c:6](-[c:9]2[cH:10][cH:11][c:12]([O:15][C:30]([O:29][CH2:22][CH2:23][CH2:24][CH2:25][CH2:26][CH2:27][CH3:28])=[O:31])[cH:13][cH:14]2)[cH:7][cH:8]1. Product: Cc1nc(-c2ccccc2)oc1CCOc1ccc2c(c1)CCC2CC(=O)O. RXN SMILES: [CH2:1]([CH3:2])[CH:3]([C:4](=[O:5])[O-:6])[CH:7]1[CH2:8][CH2:9][c:10]2[cH:11][c:12]([O:16][CH2:17][CH2:18][c:19]3[c:20]([CH3:30])[n:21][c:22](-[c:24]4[cH:25][cH:26][cH:27][cH:28][cH:29]4)[o:23]3)[cH:13][cH:14][c:15]21.[CH2:38]1[O:39][CH2:40][CH2:41][CH2:42]1.[CH3:35][CH2:36][OH:37].[ClH:34].[Li+:32].[OH-:31].[OH2:33]>>[CH2:3]([C:4](=[O:5])[OH:6])[CH:7]1[CH2:8][CH2:9][c:10]2[cH:11][c:12]([O:16][CH2:17][CH2:18][c:19]3[c:20]([CH3:30])[n:21][c:22](-[c:24]4[cH:25][cH:26][cH:27][cH:28][cH:29]4)[o:23]3)[cH:13][cH:14][c:15]21. Reactants: CCC(C(=O)[O-])C1CCc2cc(OCCc3oc(-c4ccccc4)nc3C)ccc21, C1CCOC1, CCO, Cl, [Li+], [OH-], O. RXN SMILES: [Br:1][CH2:2][CH2:3][c:4]1[c:5]([CH3:16])[n:6][c:7]2[n:8]([c:9]1=[O:10])[cH:11][cH:12][cH:13][c:14]2[CH3:15].[CH3:43][CH:44]([CH3:45])[CH2:46][C:47](=[O:48])[CH3:49].[ClH:17].[F:18][c:19]1[cH:20][c:21]2[c:22]([c:23]([CH:26]3[CH2:27][CH2:28][NH:29][CH2:30][CH2:31]3)[n:24][o:25]2)[cH:32][cH:33]1.[I-:41].[K+:40].[Na+:34].[Na+:35].[O-:36][C:37](=[O:38])[O-:39].[OH2:42]>>[CH2:2]([CH2:3][c:4]1[c:5]([CH3:16])[n:6][c:7]2[n:8]([c:9]1=[O:10])[cH:11][cH:12][cH:13][c:14]2[CH3:15])[N:29]1[CH2:28][CH2:27][CH:26]([c:23]2[c:22]3[c:21]([cH:20][c:19]([F:18])[cH:33][cH:32]3)[o:25][n:24]2)[CH2:31][CH2:30]1. The reactants are Cc1nc2c(C)cccn2c(=O)c1CCBr, CC(=O)CC(C)C, Cl, Fc1ccc2c(C3CCNCC3)noc2c1, [I-], [K+], [Na+], [Na+], O=C([O-])[O-], O. The product is Cc1nc2c(C)cccn2c(=O)c1CCN1CCC(c2noc3cc(F)ccc23)CC1. The reactants are CC(=O)C1CCCCC1 (cyclohexyl methyl ketone), C(C1=CC=CC=C1)OC1=CC=C(C=O)C=C1 (4-benzyloxybenzaldehyde), [OH-].[Ba+2].[OH-] (barium hydroxide). The solvent is CCO (EtOH). The product is C(C1=CC=CC=C1)OC1=CC=C(C=C1)C=CC(=O)C1CCCCC1 (3-(4-Benzyloxy-phenyl)-1-cyclohexyl-prop-2-en-1-one). RXN SMILES: [CH3:1][C:2]([CH:4]1[CH2:9][CH2:8][CH2:7][CH2:6][CH2:5]1)=[O:3].[CH2:10]([O:17][C:18]1[CH:25]=[CH:24][C:21]([CH:22]=O)=[CH:20][CH:19]=1)[C:11]1[CH:16]=[CH:15][CH:14]=[CH:13][CH:12]=1.[OH-].[Ba+2].[OH-]>CCO>[CH2:10]([O:17][C:18]1[CH:19]=[CH:20][C:21]([CH:22]=[CH:1][C:2]([CH:4]2[CH2:9][CH2:8][CH2:7][CH2:6][CH2:5]2)=[O:3])=[CH:24][CH:25]=1)[C:11]1[CH:12]=[CH:13][CH:14]=[CH:15][CH:16]=1 |f:2.3.4|. Procedure details: The title compound was prepared as described in General Method 2 using 17.40 g (138 mmol) of cyclohexyl methyl ketone, 29.26 g (138 mmol) of 4-benzyloxybenzaldehyde, 3.17 g of barium hydroxide (anhydrous), and 300 mL of 95% EtOH. The reaction was heated at reflux for eight hours. The crude product was recrystallized from EtOAc. The 25.85 g of product, contaminated with some 4-benzyloxybenzaldehyde, was taken on without further purification. Reactants: C(C)OC(CN)OCC (aminoacetaldehyde diethyl acetal), ClC(=O)OCC (ethyl chloroformate), ON1C(CCC1=O)=O (N-hydroxysuccinimide), C(C)(C)N(C(C)C)CC (N,N-Diisopropylethylamine). Run in C(Cl)Cl (DCM). Run at time 3 hour. Product: C(C)OC(CNC(OCC)=O)OCC (ethyl (2,2-diethoxyethyl)carbamate). Reaction SMILES: Cl[C:2]([O:4][CH2:5][CH3:6])=[O:3].ON1C(=O)CCC1=O.C(N(CC)C(C)C)(C)C.[CH2:24]([O:26][CH:27]([O:30][CH2:31][CH3:32])[CH2:28][NH2:29])[CH3:25]>C(Cl)Cl>[CH2:24]([O:26][CH:27]([O:30][CH2:31][CH3:32])[CH2:28][NH:29][C:2](=[O:3])[O:4][CH2:5][CH3:6])[CH3:25]. Procedure: To a stirred solution of ethyl chloroformate (3 g, 0.027 mol.) and N-hydroxysuccinimide (3.8 g, 0.033 mol.) in 10 mL of DCM at 0° C. under nitrogen atmosphere was added N,N-Diisopropylethylamine (7.0 mL, 0.04 mol). The progress of the reaction was monitored by thin layer chromatography (TLC). After stirring for 3 hrs at room temperature. DCM was evaporated and the residue was dissolved in 10 mL of acetonitrile, cooled in an ice-bath and then added dropwise a solution of aminoacetaldehyde diethyl... Starting materials: BrCC(=O)C1=C2CCN3C(C2=CC=C1)=CC(NCC3=O)=O (9-(2-bromoacetyl)-3,4,7,8-tetrahydro-[1,4]diazepino[7,1-a]isoquinoline-2,5-dione), C(C)(=O)N (acetamide). Reaction conditions: temperature 130 celsius. Yields the product CC=1OC=C(N1)C1=C2CCN3C(C2=CC=C1)=CC(NCC3=O)=O (9-(2-methyloxazol-4-yl)-3,4,7,8-tetrahydro-[1,4]diazepino[7,1-a]isoquinoline-2,5-dione). Isolated yield 53.9%. As a reaction SMILES: Br[CH2:2][C:3]([C:5]1[CH:14]=[CH:13][CH:12]=[C:11]2[C:6]=1[CH2:7][CH2:8][N:9]1[C:19](=[O:20])[CH2:18][NH:17][C:16](=[O:21])[CH:15]=[C:10]12)=O.[C:22]([NH2:25])(=[O:24])[CH3:23]>>[CH3:23][C:22]1[O:24][CH:2]=[C:3]([C:5]2[CH:14]=[CH:13][CH:12]=[C:11]3[C:6]=2[CH2:7][CH2:8][N:9]2[C:19](=[O:20])[CH2:18][NH:17][C:16](=[O:21])[CH:15]=[C:10]23)[N:25]=1. Procedure: 111-3. A flask was charged with 9-(2-bromoacetyl)-3,4,7,8-tetrahydro-[1,4]diazepino[7,1-a]isoquinoline-2,5-dione (230 mg, 0.66 mmol) and acetamide (233 mg, 3.95 mmol) and the solid mixture was heated to 130° C. for 15 min. The resulting brown liquid mass was partitioned in AcOEt and H2O. The org. phase was separated, dried over Na2SO4, filtered and concentrated in vacuo. Purification by flash chromatography (SiO2, AcOEt/MeOH (100:0 to 90:10) gave the title compound (110 mg) as a beige powder. UP...